This data is from the Open Reaction Database (ORD), a public repository of structured organic reaction records. The task is: describe an organic reaction: reactants, conditions, products, and yield The reactants are COCCOC, Nc1c(C(=O)O)cccc1[N+](=O)[O-], [NH4+], [OH-], O, O=S(Cl)Cl. RXN SMILES: [CH2:21]([CH2:22][O:23][CH3:24])[O:25][CH3:26].[NH2:1][c:2]1[c:3]([C:4](=[O:5])[OH:6])[cH:7][cH:8][cH:9][c:10]1[N+:11](=[O:12])[O-:13].[NH4+:18].[OH-:19].[OH2:20].[S:14]([Cl:15])([Cl:16])=[O:17]>>[NH2:1][c:2]1[c:3]([C:4](=[O:5])[NH2:18])[cH:7][cH:8][cH:9][c:10]1[N+:11](=[O:12])[O-:13]. The product is NC(=O)c1cccc([N+](=O)[O-])c1N. The reactants are [H][H] (hydrogen), F[C@@H](CCOC=1C=NC(=NC1)C1=CC=C(C=C1)OCC1=CC=CC=C1)CCCC (5-[3-(R)-fluoroheptyloxy]-2-(4-benzyloxyphenyl)pyrimidine), 10palladium-on-carbon, CO (methanol). Procedure: A mixture of 1.41 g of 5-[3-(R)-fluoroheptyloxy]-2-(4-benzyloxyphenyl)pyrimidine, 0.22 g of 10palladium-on-carbon, 14 ml of methanol, and 14 ml of tetrahydrofuran (THF) was kept at 30° C., and hydrogen gas was blown thereinto over 6 hours with stirring. The catalyst was removed by filtration, and the solvent was removed by distillation to obtain 1.11 g of 5-[3-(R)-fluoroheptyloxy]-2-(4-hydroxyphenyl)pyrimidine. Yields the product F[C@@H](CCOC=1C=NC(=NC1)C1=CC=C(C=C1)O)CCCC (5-[3-(R)-fluoroheptyloxy]-2-(4-hydroxyphenyl)pyrimidine). As a reaction SMILES: [F:1][C@H:2]([CH2:26][CH2:27][CH2:28][CH3:29])[CH2:3][CH2:4][O:5][C:6]1[CH:7]=[N:8][C:9]([C:12]2[CH:17]=[CH:16][C:15]([O:18]CC3C=CC=CC=3)=[CH:14][CH:13]=2)=[N:10][CH:11]=1.CO.[H][H]>O1CCCC1>[F:1][C@H:2]([CH2:26][CH2:27][CH2:28][CH3:29])[CH2:3][CH2:4][O:5][C:6]1[CH:11]=[N:10][C:9]([C:12]2[CH:17]=[CH:16][C:15]([OH:18])=[CH:14][CH:13]=2)=[N:8][CH:7]=1. Yield: 102.0%. Run at time 6 hour. Run in O1CCCC1 (tetrahydrofuran). The product is COC(=O)CSc1cnc(NC(=O)N(C2CCCCC2)C2CCC(c3ccccc3)CC2)s1. Starting materials: O=C(Nc1ncc(Br)s1)N(C1CCCCC1)C1CCC(c2ccccc2)CC1, COC(=O)CS. RXN SMILES: [Br:1][c:2]1[cH:3][n:4][c:5]([NH:7][C:8]([N:9]([CH:10]2[CH2:11][CH2:12][CH:13]([c:16]3[cH:17][cH:18][cH:19][cH:20][cH:21]3)[CH2:14][CH2:15]2)[CH:22]2[CH2:23][CH2:24][CH2:25][CH2:26][CH2:27]2)=[O:28])[s:6]1.[CH3:29][O:30][C:31]([CH2:32][SH:33])=[O:34]>>[c:2]1([S:33][CH2:32][C:31]([O:30][CH3:29])=[O:34])[cH:3][n:4][c:5]([NH:7][C:8]([N:9]([CH:10]2[CH2:11][CH2:12][CH:13]([c:16]3[cH:17][cH:18][cH:19][cH:20][cH:21]3)[CH2:14][CH2:15]2)[CH:22]2[CH2:23][CH2:24][CH2:25][CH2:26][CH2:27]2)=[O:28])[s:6]1. Starting materials: O=C(OC(C)(C)C)NC1=CC=C(OC)C(Cl)=C1. Reagents/catalysts: O1B(OC(C)(C)C1(C)C)B2OC(C)(C)C(O2)(C)C, O1BOC(C)(C)C1(C)C, N=1C=CC(=CC1C=2N=CC=C(C2)C(C)(C)C)C(C)(C)C, C[OH2+].C[OH2+].C1CC=CCCC=C1.C1CC=CCCC=C1.[Ir].[Ir]. Run in O(C)C(C)(C)C. Reaction conditions: temperature 50 celsius, time 24 hour. Yields the product O=C(OC(C)(C)C)NC1=CC(Cl)=C(OC)C=C1B2OC(C)(C)C(O2)(C)C. Isolated yield 95.0%. Reported procedure: Benzoyl chloride(0.14 ml) was added to a dichloromethane solution (10 ml) of 6-{3-[(2-methylaminoethyl)pyridin-4-ylmethylamino]propoxy}-3,4-dihydro-2H-isoquinolin-1-one trihydrochloride(382 mg), and triethylamine(0.56 ml) under ice cooling. The mixture was stirred at room temperature overnight. Water was added to the reaction mixture, followed by extraction using dichloromethane. The organic layer was dried with anhydrous sodium sulfate, and condensed under reduced pressure. The residue was puri... As a reaction SMILES: [C:1]([Cl:9])(=[O:8])[C:2]1[CH:7]=[CH:6][CH:5]=[CH:4][CH:3]=1.[Cl:10]CCl.Cl.Cl.Cl.[CH3:16][NH:17][CH2:18][CH2:19][N:20]([CH2:36][C:37]1[CH:42]=[CH:41][N:40]=[CH:39][CH:38]=1)[CH2:21][CH2:22][CH2:23][O:24][C:25]1[CH:26]=[C:27]2[C:32](=[CH:33][CH:34]=1)[C:31](=[O:35])[NH:30][CH2:29][CH2:28]2.C(OC(=O)C)C.Cl>C(OCC)(=O)C.O.C(N(CC)CC)C>[ClH:9].[ClH:10].[CH3:16][N:17]([CH2:18][CH2:19][N:20]([CH2:21][CH2:22][CH2:23][O:24][C:25]1[CH:26]=[C:27]2[C:32](=[CH:33][CH:34]=1)[C:31](=[O:35])[NH:30][CH2:29][CH2:28]2)[CH2:36][C:37]1[CH:38]=[CH:39][N:40]=[CH:41][CH:42]=1)[C:1](=[O:8])[C:2]1[CH:7]=[CH:6][CH:5]=[CH:4][CH:3]=1 |f:2.3.4.5,6.7,11.12.13|. Run at time 8 hour. The product is Cl.Cl.CN(C(C1=CC=CC=C1)=O)CCN(CC1=CC=NC=C1)CCCOC=1C=C2CCNC(C2=CC1)=O (N-methyl-N-(2-{[3-(1-oxo-1,2,3,4-tetrahydroisoquinolin-6-yloxy)propyl]pyridin-4-ylmethylamino}ethyl)benzamide dihydrochloride). Reactants: C(C)OC(C)=O.Cl (hydrogen chloride ethyl acetate), C(C1=CC=CC=C1)(=O)Cl (Benzoyl chloride), ClCCl (dichloromethane), Cl.Cl.Cl.CNCCN(CCCOC=1C=C2CCNC(C2=CC1)=O)CC1=CC=NC=C1 (6-{3-[(2-methylaminoethyl)pyridin-4-ylmethylamino]propoxy}-3,4-dihydro-2H-isoquinolin-1-one trihydrochloride). Run in O (Water), C(C)(=O)OCC (ethyl acetate), C(C)N(CC)CC (triethylamine).